From a dataset of the Open Reaction Database (ORD), a public repository of structured organic reaction records. describe an organic reaction: reactants, conditions, products, and yield Reaction SMILES: [F:1][C:2]1[CH:9]=[CH:8][C:5]([CH2:6][NH2:7])=[CH:4][CH:3]=1.[Cl:10][C:11]1[N:12]=[C:13](Cl)[C:14]2[C:19]([CH3:20])=[C:18]([CH3:21])[S:17][C:15]=2[N:16]=1>>[Cl:10][C:11]1[N:12]=[C:13]([NH:7][CH2:6][C:5]2[CH:8]=[CH:9][C:2]([F:1])=[CH:3][CH:4]=2)[C:14]2[C:19]([CH3:20])=[C:18]([CH3:21])[S:17][C:15]=2[N:16]=1. Product: ClC=1N=C(C2=C(N1)SC(=C2C)C)NCC2=CC=C(C=C2)F (2-chloro-5,6-dimethyl-4-(4-fluorobenzylamino)-thieno-[2,3-d]-pyrimidine). Reported procedure: Following the procedure of Example 1, the reaction of 4-fluorobenzylamine with 2,4-dichloro-5,6-dimethyl-thieno-[2,3-d]-pyrimidine yields 2-chloro-5,6-dimethyl-4-(4-fluorobenzylamino)-thieno-[2,3-d]-pyrimidine. The reactants are FC1=CC=C(CN)C=C1 (4-fluorobenzylamine), ClC=1N=C(C2=C(N1)SC(=C2C)C)Cl (2,4-dichloro-5,6-dimethyl-thieno-[2,3-d]-pyrimidine). Reactants: [N+](=O)([O-])C1=CC=C(C=C1)N=C=O (p-nitrophenylisocyanate), [N-]=C=O (isocyanate), Cl.CN1C(CCC1)=N (1 -methyl-2 -iminopyrrolidine hydrochloride), [OH-].[Na+] (NaOH). Solvent: C1=CC=CC=C1 (benzene), O (water), C1=CC=CC=C1 (benzene). Conditions: time 5 minute. Product: CN1C(CCC1)=NC(=O)NC1=CC=C(C=C1)[N+](=O)[O-] (1 -(1 -Methyl-2 -pyrrolidylidene)-3 -p-nitrophenylurea). Reaction SMILES: Cl.[CH3:2][N:3]1[CH2:7][CH2:6][CH2:5][C:4]1=[NH:8].[OH-].[Na+].[N+:11]([C:14]1[CH:19]=[CH:18][C:17]([N:20]=[C:21]=[O:22])=[CH:16][CH:15]=1)([O-:13])=[O:12].[N-]=C=O>C1C=CC=CC=1.O>[CH3:2][N:3]1[CH2:7][CH2:6][CH2:5][C:4]1=[N:8][C:21]([NH:20][C:17]1[CH:16]=[CH:15][C:14]([N+:11]([O-:13])=[O:12])=[CH:19][CH:18]=1)=[O:22] |f:0.1,2.3|. Reported procedure: To a suspension of 6.73 g. (0.05 mole) of 1 -methyl-2 -iminopyrrolidine hydrochloride in 100 ml. of benzene is added 2 ml. of water followed by 5 ml. of 50 % NaOH. After stirring for 5 min., the benzene layer is decanted onto excess anhydrous potassium carbonate. The process is repeated twice with 75 ml. portions of fresh benzene. The combined extracts are filtered rapidly from drying agent (dicalite pad and suction). To the filtrate is added in one portion with stirring 8.21 g. (0.05 mole) of p...